From a dataset of the Open Reaction Database (ORD), a public repository of structured organic reaction records. describe an organic reaction: reactants, conditions, products, and yield The reactants are COC1(C[C@H](NC1)C(=O)O)OC (4,4-Dimethoxy-L-proline), C(C)(=O)SCC(C(=O)Cl)(C)C (3-acetylthio-2,2-dimethylpropionyl chloride), SCC(C(=O)N1CC2(C(CCC2=O)=O)C[C@H]1C(=O)O)SC ((8S)-7-(3-Mercapto-2-methylthio-1-oxopropyl)-1,4-dioxo-7-azaspiro[4.4]nonane-8-carboxylic acid). The product is C(C)(=O)SCC(C(=O)N1[C@H](C(=O)O)CC(C1)(OC)OC)(C)C (1-[3-(acetylthio)-2,2-dimethyl-1-oxopropyl]-4,4-dimethoxy-L-proline). As a reaction SMILES: [CH3:1][O:2][C:3]1([O:11][CH3:12])[CH2:7][NH:6][C@H:5]([C:8]([OH:10])=[O:9])[CH2:4]1.[C:13]([S:16][CH2:17][C:18]([CH3:23])([CH3:22])[C:19](Cl)=[O:20])(=[O:15])[CH3:14].SCC(SC)C(N1[C@H](C(O)=O)CC2(C(=O)CCC2=O)C1)=O>>[C:13]([S:16][CH2:17][C:18]([CH3:23])([CH3:22])[C:19]([N:6]1[CH2:7][C:3]([O:11][CH3:12])([O:2][CH3:1])[CH2:4][C@H:5]1[C:8]([OH:10])=[O:9])=[O:20])(=[O:15])[CH3:14]. Reported procedure: 4,4-Dimethoxy-L-proline is reacted with 3-acetylthio-2,2-dimethylpropionyl chloride according to the procedure of Example 3 (d) to give 1-[3-(acetylthio)-2,2-dimethyl-1-oxopropyl]-4,4-dimethoxy-L-proline.